The task is: describe an organic reaction: reactants, conditions, products, and yield. This data is from the Open Reaction Database (ORD), a public repository of structured organic reaction records. The reactants are C1CCOC1, COc1ccc(CNc2nccc(Oc3ccc(NC(=O)CC(=O)Nc4ccc(F)cc4)cc3F)n2)cc1, Cc1ccccc1, CCOC(C)=O, CC(C)OC(C)C, ClCCl, O=C=NC(=O)Cc1ccc(F)cc1. The product is COc1ccc(CNc2nccc(Oc3ccc(NC(=O)NC(=O)Cc4ccc(F)cc4)cc3F)n2)cc1. Reaction SMILES: [CH2:72]1[O:73][CH2:74][CH2:75][CH2:76]1.[CH3:1][O:2][c:3]1[cH:4][cH:5][c:6]([CH2:7][NH:8][c:9]2[n:10][cH:11][cH:12][c:13]([O:15][c:16]3[c:17]([F:36])[cH:18][c:19]([NH:22][C:23](=[O:24])[CH2:25][C:26]([NH:27][c:28]4[cH:29][cH:30][c:31]([F:32])[cH:33][cH:34]4)=[O:35])[cH:20][cH:21]3)[n:14]2)[cH:37][cH:38]1.[CH3:52][c:53]1[cH:54][cH:55][cH:56][cH:57][cH:58]1.[CH3:66][CH2:67][O:68][C:69]([CH3:70])=[O:71].[CH:59]([O:60][CH:61]([CH3:62])[CH3:63])([CH3:64])[CH3:65].[Cl:77][CH2:78][Cl:79].[F:39][c:40]1[cH:41][cH:42][c:43]([CH2:46][C:47](=[O:48])[N:49]=[C:50]=[O:51])[cH:44][cH:45]1>>[CH3:1][O:2][c:3]1[cH:4][cH:5][c:6]([CH2:7][NH:8][c:9]2[n:10][cH:11][cH:12][c:13]([O:15][c:16]3[c:17]([F:36])[cH:18][c:19]([NH:22][C:50]([NH:49][C:47]([CH2:46][c:43]4[cH:42][cH:41][c:40]([F:39])[cH:45][cH:44]4)=[O:48])=[O:51])[cH:20][cH:21]3)[n:14]2)[cH:37][cH:38]1. The reactants are BrC(Br)(Br)Br, ClCCl, COC(=O)c1cc(CO)ccc1CCc1ccc(F)cc1, c1ccc(P(c2ccccc2)c2ccccc2)cc1. The product is COC(=O)c1cc(CBr)ccc1CCc1ccc(F)cc1. RXN SMILES: [C:41]([Br:42])([Br:43])([Br:44])[Br:45].[Cl:46][CH2:47][Cl:48].[F:1][c:2]1[cH:3][cH:4][c:5]([CH2:6][CH2:7][c:8]2[c:9]([C:10](=[O:11])[O:12][CH3:13])[cH:14][c:15]([CH2:18][OH:19])[cH:16][cH:17]2)[cH:20][cH:21]1.[c:22]1([P:23]([c:24]2[cH:25][cH:26][cH:27][cH:28][cH:29]2)[c:30]2[cH:31][cH:32][cH:33][cH:34][cH:35]2)[cH:36][cH:37][cH:38][cH:39][cH:40]1>>[F:1][c:2]1[cH:3][cH:4][c:5]([CH2:6][CH2:7][c:8]2[c:9]([C:10](=[O:11])[O:12][CH3:13])[cH:14][c:15]([CH2:18][Br:42])[cH:16][cH:17]2)[cH:20][cH:21]1.